The task is: describe an organic reaction: reactants, conditions, products, and yield. This data is from the Open Reaction Database (ORD), a public repository of structured organic reaction records. The product is ClC1=CC=C(C=2NC3=CC=C(C=C3C(C12)=O)C)[N+](=O)[O-] (1-Chloro-7-methyl-4-nitro-9(10H)-acridinone). Solvent: C(Cl)(Cl)Cl (chloroform). The reactants are ClC1=CC=C(C(=C1C(=O)O)NC1=CC=C(C=C1)C)[N+](=O)[O-] (6-chloro-2-[(4-methylphenyl)amino]-3-nitrobenzoic acid), CN(C1=CC=CC=C1)C (N,N-dimethylaniline), P(=O)(Cl)(Cl)Cl (phosphorus oxychloride). Procedure: A solution of 10.2 g of the above carboxylic acid in 135 ml of chloroform containing 0.4 ml of N,N-dimethylaniline and 20.0 ml of phosphorus oxychloride was heated at reflux for three hours, cooled, and reddish-orange crystals of the title compound, mp 239-241° C., were collected. As a reaction SMILES: [Cl:1][C:2]1[C:7]([C:8]([OH:10])=O)=[C:6]([NH:11][C:12]2[CH:17]=[CH:16][C:15]([CH3:18])=[CH:14][CH:13]=2)[C:5]([N+:19]([O-:21])=[O:20])=[CH:4][CH:3]=1.CN(C)C1C=CC=CC=1.P(Cl)(Cl)(Cl)=O>C(Cl)(Cl)Cl>[Cl:1][C:2]1[C:7]2[C:8](=[O:10])[C:17]3[C:12](=[CH:13][CH:14]=[C:15]([CH3:18])[CH:16]=3)[NH:11][C:6]=2[C:5]([N+:19]([O-:21])=[O:20])=[CH:4][CH:3]=1.